Dataset: the Open Reaction Database (ORD), a public repository of structured organic reaction records. Task: describe an organic reaction: reactants, conditions, products, and yield The reactants are CC(C)(C)OC(=O)CNc1ccc(-c2ccc(F)cc2)nc1, O=C(O)C(F)(F)F. The product is O=C(O)C(F)(F)F, O=C(O)CNc1ccc(-c2ccc(F)cc2)nc1. As a reaction SMILES: [C:1]([CH3:2])([CH3:3])([CH3:4])[O:5][C:6]([CH2:7][NH:8][c:9]1[cH:10][n:11][c:12](-[c:15]2[cH:16][cH:17][c:18]([F:21])[cH:19][cH:20]2)[cH:13][cH:14]1)=[O:22].[F:23][C:24]([C:25](=[O:26])[OH:27])([F:28])[F:29]>>[F:23][C:24]([C:25](=[O:26])[OH:27])([F:28])[F:29].[O:5]=[C:6]([CH2:7][NH:8][c:9]1[cH:10][n:11][c:12](-[c:15]2[cH:16][cH:17][c:18]([F:21])[cH:19][cH:20]2)[cH:13][cH:14]1)[OH:22]. The reactants are FC1=C(C=CC(=C1)F)[C@]1(OC1)[C@H](C)O ((1S)-1-[(2R)-2-(2,4-difluorophenyl)-2-oxiranyl]ethanol), FC1=C(C=CC(=C1)F)N1C(NN=C1)=O (4-(2,4-difluorophenyl)-3(2H,4H)-1,2,4-triazolone). Yields the product FC1=C(C=CC(=C1)F)[C@]1([C@@H](C)N2N=CN(C2=O)C2=C(C=C(C=C2)F)F)CO1 (2-[(1R,2S)-2-(2,4-difluorophenyl)-2,3-epoxy-1-methylpropyl]-4-(2,4-difluorophenyl)-3(2H, 4H)-1,2,4-triazolone). Yield: 58.3%. As a reaction SMILES: [F:1][C:2]1[CH:7]=[C:6]([F:8])[CH:5]=[CH:4][C:3]=1[C@:9]1([C@@H:12](O)[CH3:13])[CH2:11][O:10]1.[F:15][C:16]1[CH:21]=[C:20]([F:22])[CH:19]=[CH:18][C:17]=1[N:23]1[CH:27]=[N:26][NH:25][C:24]1=[O:28]>>[F:1][C:2]1[CH:7]=[C:6]([F:8])[CH:5]=[CH:4][C:3]=1[C@:9]1([O:10][CH2:11]1)[C@H:12]([N:25]1[C:24](=[O:28])[N:23]([C:17]2[CH:18]=[CH:19][C:20]([F:22])=[CH:21][C:16]=2[F:15])[CH:27]=[N:26]1)[CH3:13]. Procedure details: In the same manner as in Reference Example 5, starting from 1.36 g of (1S)-1-[(2R)-2-(2,4-difluorophenyl)-2-oxiranyl]ethanol and 1.07 g of 4-(2,4-difluorophenyl)-3(2H,4H)-1,2,4-triazolone, 2-[(1R,2S)-2-(2,4-difluorophenyl)-2,3-epoxy-1-methylpropyl]-4-(2,4-difluorophenyl)-3(2H, 4H)-1,2,4-triazolone (1.20 g) was obtained as a colorless oil. Reactants: C(#N)[BH3-].[Na+] (sodium cyanoborohydride), Cl.NC1CCN(CC1)CCN1C(C=CC2=NC=C(C=C12)OC)=O (1-(2-(4-aminopiperidin-1-yl)ethyl)-7-methoxy-1,5-naphthyridin-2(1H)-one hydrochloride), N1=CC(=CC2=NC=CC=C12)C=O (1,5-naphthyridine-3-carbaldehyde), C[O-].[Na+].CO (sodium methoxide methanol), C(O)([O-])=O.[Na+] (sodium hydrogen carbonate). Solvent: CO (methanol), C(C)(=O)O (acetic acid), O (water), C(Cl)(Cl)Cl (chloroform). Reaction conditions: time 4 hour. Yields the product COC1=CN=C2C=CC(N(C2=C1)CCN1CCC(CC1)NCC=1C=NC2=CC=CN=C2C1)=O (7-methoxy-1-(2-(4-((1,5-naphthyridin-3-ylmethyl)amino)piperidin-1-yl)ethyl)-1,5-naphthyridin-2(1H)-one). Isolated yield 11.9%. Reaction SMILES: Cl.[NH2:2][CH:3]1[CH2:8][CH2:7][N:6]([CH2:9][CH2:10][N:11]2[C:20]3[C:15](=[N:16][CH:17]=[C:18]([O:21][CH3:22])[CH:19]=3)[CH:14]=[CH:13][C:12]2=[O:23])[CH2:5][CH2:4]1.[N:24]1[C:33]2[C:28](=[N:29][CH:30]=[CH:31][CH:32]=2)[CH:27]=[C:26]([CH:34]=O)[CH:25]=1.C[O-].[Na+].CO.C([BH3-])#N.[Na+].C(=O)([O-])O.[Na+]>CO.O.C(Cl)(Cl)Cl.C(O)(=O)C>[CH3:22][O:21][C:18]1[CH:19]=[C:20]2[C:15]([CH:14]=[CH:13][C:12](=[O:23])[N:11]2[CH2:10][CH2:9][N:6]2[CH2:5][CH2:4][CH:3]([NH:2][CH2:34][C:26]3[CH:25]=[N:24][C:33]4[C:28]([CH:27]=3)=[N:29][CH:30]=[CH:31][CH:32]=4)[CH2:8][CH2:7]2)=[N:16][CH:17]=1 |f:0.1,3.4.5,6.7,8.9|. Procedure details: To a suspension of 86 mg of 1-(2-(4-aminopiperidin-1-yl)ethyl)-7-methoxy-1,5-naphthyridin-2(1H)-one hydrochloride in 4 mL of methanol, 33 mg of 1,5-naphthyridine-3-carbaldehyde, 0.12 g of a 28% sodium methoxide/methanol solution and 12 μL of acetic acid were added. Then, 26 mg of sodium cyanoborohydride was added thereto, and the mixture was stirred at room temperature for 4 hours. To the reaction mixture, chloroform, a saturated aqueous sodium hydrogen carbonate solution and water were added. T... Starting materials: CN, [Cl-], [Cl-], [Cl-], [Cl-], O=C1CCc2ncc3ccccc3c2N1, C1CCOC1, O, [Ti+4]. The product is CNC1=Nc2c(ncc3ccccc23)CC1. RXN SMILES: [CH3:1][NH2:2].[Cl-:19].[Cl-:20].[Cl-:21].[Cl-:22].[NH:3]1[c:4]2[c:5]3[c:6]([cH:7][n:8][c:9]2[CH2:10][CH2:11][C:12]1=[O:13])[cH:14][cH:15][cH:16][cH:17]3.[O:24]1[CH2:25][CH2:26][CH2:27][CH2:28]1.[OH2:18].[Ti+4:23]>>[CH3:1][NH:2][C:12]1=[N:3][c:4]2[c:5]3[c:6]([cH:7][n:8][c:9]2[CH2:10][CH2:11]1)[cH:14][cH:15][cH:16][cH:17]3. Starting materials: BrC=1SC2=C(N1)C=CC(=C2)F (2-Bromo-6-fluoro-1,3-benzothiazole), CC1(OB(OC1(C)C)C=1C=CC(=NC1)N1CCOCC1)C (4-[5-(4,4,5,5-tetramethyl-1,3,2-dioxaborolan-2-yl)pyridin-2-yl]morpholine), COC1=CC2=C(N=C(S2)C=2C=NC(=NC2)N)C=C1 (5-(6-methoxy-1,3-benzothiazol-2-yl)pyrimidin-2-amine). Run in CCCCCCC.CCOC(=O)C (Heptane EtOAc). The product is COC=1C=CC2=C(N=C(S2)C=2C=CC(=NC2)NC)C1 (5-(5-Methoxy-1,3-benzothiazol-2-yl)-N-methylpyridin-2-amine). Reaction SMILES: Br[C:2]1[S:3][C:4]2[CH:10]=[C:9](F)[CH:8]=[CH:7][C:5]=2[N:6]=1.CC1(C)C(C)(C)OB([C:20]2[CH:21]=[CH:22][C:23]([N:26]3CCOC[CH2:27]3)=[N:24][CH:25]=2)O1.[CH3:33][O:34]C1C=CC2N=C(C3C=NC(N)=NC=3)SC=2C=1>CCCCCCC.CCOC(C)=O>[CH3:33][O:34][C:8]1[CH:9]=[CH:10][C:4]2[S:3][C:2]([C:20]3[CH:21]=[CH:22][C:23]([NH:26][CH3:27])=[N:24][CH:25]=3)=[N:6][C:5]=2[CH:7]=1 |f:3.4|. Reported procedure: 2-Bromo-6-fluoro-1,3-benzothiazole (100 mg, 0.43 mmol) and 4-[5-(4,4,5,5-tetramethyl-1,3,2-dioxaborolan-2-yl)pyridin-2-yl]morpholine (150 mg, 0.52 mmol) were reacted according to the procedure used for the preparation of 5-(6-methoxy-1,3-benzothiazol-2-yl)pyrimidin-2-amine. Flash chromatography (Heptane/EtOAc 1:1) furnished the title compound (126 mg) as an off-white solid. 1H NMR δ 8.79 (d, 1H) 8.15 (dd, 1H) 8.05-7.97 (m, 2H) 7.40-7.34 (m, 1H) 6.99 (d, 1H) 3.73-3.69 (m, 4H) 3.64-3.60 (m, 4H); M... Reactants: Cl.C(C)N=C=NCCCN(C)C (1-ethyl-3-(3-dimethylaminopropyl)carbodiimide monohydrochloride), C(C)(C)(C)OC(=O)NCCCCCC(=O)O (6-{(tert-butoxycarbonyl)amino}hexanoic acid). Reagents/catalysts: CN(C1=CC=NC=C1)C (4-dimethylaminopyridine). The solvent is C(Cl)(Cl)Cl (chloroform), CO (methanol), C(Cl)(Cl)Cl (chloroform). Reaction conditions: time 2 hour. Yields the product C(C)(C)(C)OC(=O)NCCCCCC(=O)OC (methyl 6-{(tert-butoxycarbonyl)amino}-hexanoate). RXN SMILES: [C:1]([O:5][C:6]([NH:8][CH2:9][CH2:10][CH2:11][CH2:12][CH2:13][C:14]([OH:16])=[O:15])=[O:7])([CH3:4])([CH3:3])[CH3:2].Cl.[CH2:18](N=C=NCCCN(C)C)C>C(Cl)(Cl)Cl.CO.CN(C)C1C=CN=CC=1>[C:1]([O:5][C:6]([NH:8][CH2:9][CH2:10][CH2:11][CH2:12][CH2:13][C:14]([O:16][CH3:18])=[O:15])=[O:7])([CH3:4])([CH3:2])[CH3:3] |f:1.2|. Reported procedure: 1.28 Grams of 6-{(tert-butoxycarbonyl)amino}hexanoic acid was dissolved in a liquid mixture of 9 ml of chloroform and 3 ml of methanol. To the solution 1.27 g of 1-ethyl-3-(3-dimethylaminopropyl)carbodiimide monohydrochloride and 7 mg of 4-dimethylaminopyridine were successively added at room temperature, followed by 2 hours' stirring at the same temperature. The reaction liquid was diluted with chloroform, washed successively with saturated aqueous sodium bicarbonate solution and saturated aque... The reactants are CNC1(CCCCC1=O)C=2C=CC=CC2Cl (ketamine), CC=1C=CC=C(C1NC2=NCCCS2)C (xylazine), CCCCCCC(=O)O[C@H]1CC[C@@H]2[C@@]1(CC[C@H]3[C@H]2CCC4=CC(=O)CC[C@]34C)C (testosterone enanthate). Solvent: sesame oil. The product is C[C@]12CC[C@H]3[C@H]([C@@H]1CC[C@@H]2O)CCC4=CC(=O)CC[C@]34C (Testosterone). Reaction SMILES: CNC1(C2C=CC=CC=2Cl)C(=O)CCCC1.CC1C=CC=C(C)C=1NC1SCCCN=1.CCCCCCC([O:40][C@@H:41]1[C@@:45]2([CH3:60])[CH2:46][CH2:47][C@@H:48]3[C@:58]4([CH3:59])[C:52](=[CH:53][C:54]([CH2:56][CH2:57]4)=[O:55])[CH2:51][CH2:50][C@H:49]3[C@@H:44]2[CH2:43][CH2:42]1)=O>>[CH3:60][C@@:45]12[C@@H:41]([OH:40])[CH2:42][CH2:43][C@H:44]1[C@@H:49]1[CH2:50][CH2:51][C:52]3[C@@:58]([CH3:59])([C@H:48]1[CH2:47][CH2:46]2)[CH2:57][CH2:56][C:54](=[O:55])[CH:53]=3. Procedure: Male AR-97Q mice and their normal littermates were castrated or sham-operated via the abdominal route under ketamine-xylazine anesthesia (50 mg/kg ketamine and 10 mg/kg xylazine, i.p.) at 4 weeks of age. Female AR-97Q mice and their littermates were subcutaneously injected 20 μg of testosterone enanthate dissolved in 20 μl of sesame oil weekly from 4 weeks of age until the end of the analysis. The control mice were given the same amount of sesame oil. Starting materials: CO, CSc1nc(NCC(C)O)c2c(-c3ccccc3Cl)n[nH]c2n1, N. Yields the product CSc1nc(N)c2c(-c3ccccc3Cl)n[nH]c2n1. As a reaction SMILES: [CH3:25][OH:26].[Cl:1][c:2]1[c:3](-[c:8]2[n:9][nH:10][c:11]3[n:12][c:13]([S:22][CH3:23])[n:14][c:15]([NH:17][CH2:18][CH:19]([OH:20])[CH3:21])[c:16]23)[cH:4][cH:5][cH:6][cH:7]1.[NH3:24]>>[Cl:1][c:2]1[c:3](-[c:8]2[n:9][nH:10][c:11]3[n:12][c:13]([S:22][CH3:23])[n:14][c:15]([NH2:17])[c:16]23)[cH:4][cH:5][cH:6][cH:7]1.